This data is from the Open Reaction Database (ORD), a public repository of structured organic reaction records. The task is: describe an organic reaction: reactants, conditions, products, and yield The reactants are O (water), FC1=CC(=C(C=C1)C)[N+](=O)[O-] (4-fluoro-2-nitrotoluene), FC1=C(C=CC=C1)O (2-fluorophenol), C([O-])([O-])=O.[K+].[K+] (potassium carbonate). Run in CN1CCCC1=O (NMP). Run at temperature 160 celsius, time 48 hour. The product is FC1=C(OC2=CC(=C(C=C2)C)[N+](=O)[O-])C=CC=C1 (4-(2-fluoro-phenoxy)-2-nitrotoluene). Isolated yield 383.5%. As a reaction SMILES: F[C:2]1[CH:7]=[CH:6][C:5]([CH3:8])=[C:4]([N+:9]([O-:11])=[O:10])[CH:3]=1.[F:12][C:13]1[CH:18]=[CH:17][CH:16]=[CH:15][C:14]=1[OH:19].C(=O)([O-])[O-].[K+].[K+].O>CN1C(=O)CCC1>[F:12][C:13]1[CH:18]=[CH:17][CH:16]=[CH:15][C:14]=1[O:19][C:2]1[CH:7]=[CH:6][C:5]([CH3:8])=[C:4]([N+:9]([O-:11])=[O:10])[CH:3]=1 |f:2.3.4|. Reported procedure: To 4-fluoro-2-nitrotoluene (25 g, 0.016 mol), 2-fluorophenol (15.8 mL, 0.017 mol) in NMP (350 mL) was added potassium carbonate (22.27 g, 0.016 mol) and the mixture was stirred at 160° C. for 48 h. After cooling at room temperature, water (350 mL) was added and the solution was extracted into ethyl acetate (2×150 mL). The combined organic extracts were dried over Na2SO4, filtered, concentrated and the residue was purified by flash chromatography eluting with Hex:EtOAc 95:5 to yield 15.17 g of 4-... The reactants are CC1(CCC(CC1)N([C@H]1C[C@H](NC1)C(=O)N(C)CC)C(=O)C1OCCC1)C ((4S)-4-[(4,4-dimethylcyclohexyl)(tetrahydrofuran-2-ylcarbonyl)amino]-N-ethyl-N-m ethyl-L-prolineamide), C(C)(C)(C)OC(=O)N1C[C@H]([C@@H](C1)C1=CC=C(C=C1)Cl)C(=O)O ((3S,4R)-1-(tert-butoxycarbonyl)-4-(4-chlorophenyl)pyrrolidine-3-carboxylic acid), O1CCC(CC1)=O (tetrahydro-4H-pyran-4-one). The product is Cl.ClC1=CC=C(C=C1)[C@H]1[C@@H](CN(C1)C1CCOCC1)C(=O)N1[C@H](C(=O)N(C)CC)C[C@@H](C1)N(C(=O)[C@H]1OCCC1)C1CCC(CC1)(C)C ((4S)-1-{[(3S,4R)-4-(4-chlorophenyl)-1-(tetrahydro-2H-pyran-4-yl)pyrrolidine-3-yl]carbonyl}-4-{(4,4-dimethylcyclohexyl)[(2S)-tetrahydrofuran-2-ylcarbonyl]amino}-N-ethyl-N-methyl-L-prolineamide HCl salt). The yield is 80.0%. Reaction SMILES: [CH3:1][C:2]1([CH3:27])[CH2:7][CH2:6][CH:5]([N:8]([C:20]([CH:22]2[CH2:26][CH2:25][CH2:24][O:23]2)=[O:21])[C@@H:9]2[CH2:13][NH:12][C@H:11]([C:14]([N:16]([CH2:18][CH3:19])[CH3:17])=[O:15])[CH2:10]2)[CH2:4][CH2:3]1.C(O[C:33]([N:35]1[CH2:39][C@@H:38]([C:40]2[CH:45]=[CH:44][C:43]([Cl:46])=[CH:42][CH:41]=2)[C@H:37]([C:47]([OH:49])=O)[CH2:36]1)=O)(C)(C)C.[O:50]1[CH2:55][CH2:54]C(=O)[CH2:52][CH2:51]1>>[ClH:46].[Cl:46][C:43]1[CH:42]=[CH:41][C:40]([C@@H:38]2[CH2:39][N:35]([CH:33]3[CH2:54][CH2:55][O:50][CH2:51][CH2:52]3)[CH2:36][C@H:37]2[C:47]([N:12]2[CH2:13][C@@H:9]([N:8]([CH:5]3[CH2:6][CH2:7][C:2]([CH3:1])([CH3:27])[CH2:3][CH2:4]3)[C:20]([C@@H:22]3[CH2:26][CH2:25][CH2:24][O:23]3)=[O:21])[CH2:10][C@H:11]2[C:14]([N:16]([CH2:18][CH3:19])[CH3:17])=[O:15])=[O:49])=[CH:45][CH:44]=1 |f:3.4|. Procedure: (4S)-4-[(4,4-dimethylcyclohexyl)(tetrahydrofuran-2-ylcarbonyl)amino]-N-ethyl-N-m ethyl-L-prolineamide (100 mg, 0.26 mmol) prepared in Step D of Example A2 and (3S,4R)-1-(tert-butoxycarbonyl)-4-(4-chlorophenyl)pyrrolidine-3-carboxylic acid prepared in Preparation Example A9-9 were reacted according to the procedure described in Step F of Example A1, and then according to that in Step E of Example A1. This compound was reacted with tetrahydro-4H-pyran-4-one via reductive amination as described in ... Reactants: [H-].[Na+] (sodium hydride), oil, C(C)OP(=O)(OCC)[O-] (diethylphosphate), ClCOCOCCl (bis(chloromethoxy)methane), ClCOCOCP(OCC)OCC (chloromethoxy(diethoxyphosphinomethoxy)methane), N1=CN=C2N=CNC2=C1N (adenine). The solvent is CN(C)C=O (DMF), CN(C)C=O (DMF). Reaction conditions: temperature 80 celsius, time 1 hour. Yields the product C(C)OP(=O)(OCC)COCOCN1C2=NC=NC(=C2N=C1)N (9-[(Diethylphosphonomethoxy)methoxymethyl]adenine). Reaction SMILES: [H-].[Na+].[N:3]1[C:11]([NH2:12])=[C:10]2[C:6]([N:7]=[CH:8][NH:9]2)=[N:5][CH:4]=1.Cl[CH2:14][O:15][CH2:16][O:17][CH2:18][P:19]([O:23][CH2:24][CH3:25])[O:20][CH2:21][CH3:22].C([O:28]P([O-])(OCC)=O)C.ClCOCOCCl>CN(C=O)C>[CH2:21]([O:20][P:19]([CH2:18][O:17][CH2:16][O:15][CH2:14][N:7]1[CH:8]=[N:9][C:10]2[C:6]1=[N:5][CH:4]=[N:3][C:11]=2[NH2:12])([O:23][CH2:24][CH3:25])=[O:28])[CH3:22] |f:0.1|. Reported procedure: To a suspension of 60% sodium hydride in mineral oil (1.4 g, 34.5 mmol) in DMF (100 mL) was added adenine (4.7 g, 34.5 mmol) and the mixture was stirred at 80° C. for 1 hr. To the resulting yellow solution was added dropwise a solution of chloromethoxy(diethoxyphosphinomethoxy)methane [(prepared from diethylphosphate (4.4 mL, 34.5 mmol) and bis(chloromethoxy)methane (25 g, 172 mmol)] in DMF (20 mL) under nitrogen. After stirring at 25° C. for 15 hr, volatiles were removed in vacuo, and the resul... The reactants are O=C([O-])[O-], NOCc1ccccc1, CO, CCOC(C)=O, Cl, [K+], [K+], Cc1c(C)c2c(c(C)c1O)C(=O)CC(C)(COc1ccc(CC3SC(=O)NC3=O)cc1)O2. Yields the product Cc1c(C)c2c(c(C)c1O)C(=NOCc1ccccc1)CC(C)(COc1ccc(CC3SC(=O)NC3=O)cc1)O2. RXN SMILES: [C:45](=[O:46])([O-:47])[O-:48].[CH2:34]([c:35]1[cH:36][cH:37][cH:38][cH:39][cH:40]1)[O:41][NH2:42].[CH3:43][OH:44].[CH3:51][CH2:52][O:53][C:54](=[O:55])[CH3:56].[ClH:33].[K+:49].[K+:50].[OH:1][c:2]1[c:3]([CH3:32])[c:4]2[c:9]([c:10]([CH3:13])[c:11]1[CH3:12])[O:8][C:7]([CH3:14])([CH2:15][O:16][c:17]1[cH:18][cH:19][c:20]([CH2:21][CH:22]3[C:23](=[O:28])[NH:24][C:25](=[O:27])[S:26]3)[cH:29][cH:30]1)[CH2:6][C:5]2=[O:31]>>[OH:1][c:2]1[c:3]([CH3:32])[c:4]2[c:9]([c:10]([CH3:13])[c:11]1[CH3:12])[O:8][C:7]([CH3:14])([CH2:15][O:16][c:17]1[cH:18][cH:19][c:20]([CH2:21][CH:22]3[C:23](=[O:28])[NH:24][C:25](=[O:27])[S:26]3)[cH:29][cH:30]1)[CH2:6][C:5]2=[N:42][O:41][CH2:34][c:35]1[cH:36][cH:37][cH:38][cH:39][cH:40]1.